This data is from the Open Reaction Database (ORD), a public repository of structured organic reaction records. The task is: describe an organic reaction: reactants, conditions, products, and yield The reactants are N1N=CC=C1 (pyrazole), FC=1C=C(C=CC1F)C1=NOC(C1)CN1N=NC=C1 ((5RS)-3-(3,4-difluorophenyl)-5-(1,2,3-triazol-1-yl-methyl)-4,5-dihydroisoxazole), [H-].[Na+] (sodium hydride). Run in CN(C=O)C (N,N-dimethylformamide), CN(C=O)C (N,N-dimethylformamide), CN(C=O)C (N,N-dimethylformamide). Reaction conditions: time 16 hour. The product is FC=1C=C(C=CC1N1N=CC=C1)C1=NOC(C1)CN1N=NC=C1 ((5RS)-3-(3-Fluoro-4-pyrazol-1-ylphenyl)-5-(1,2,3-triazol-1-yl-methyl)-4,5-dihydroisoxazole). Isolated yield 45.2%. As a reaction SMILES: [H-].[Na+].[NH:3]1[CH:7]=[CH:6][CH:5]=[N:4]1.[F:8][C:9]1[CH:10]=[C:11]([C:16]2[CH2:20][CH:19]([CH2:21][N:22]3[CH:26]=[CH:25][N:24]=[N:23]3)[O:18][N:17]=2)[CH:12]=[CH:13][C:14]=1F>CN(C)C=O>[F:8][C:9]1[CH:10]=[C:11]([C:16]2[CH2:20][CH:19]([CH2:21][N:22]3[CH:26]=[CH:25][N:24]=[N:23]3)[O:18][N:17]=2)[CH:12]=[CH:13][C:14]=1[N:3]1[CH:7]=[CH:6][CH:5]=[N:4]1 |f:0.1|. Reported procedure: A slurry of sodium hydride (60% in oil, 44 mg, 1.1 mM) in anhydrous N,N-dimethylformamide (1 ml) was stirred under an atmosphere of nitrogen and treated dropwise with a solution of pyrazole (76 mg, 1.1 mM) in anhydrous N,N-dimethylformamide (1 ml) at 0°. The mixture was allowed to warm to ambient temperature over 20 minutes, then a solution of (5RS)-3-(3,4-difluorophenyl)-5-(1,2,3-triazol-1-yl-methyl)-4,5-dihydroisoxazole (264 mg, 1 mM) in anhydrous N,N-dimethylformamide (2 ml) added, and the mi... Reactants: ClCCCBr, CS(C)=O, [K+], [OH-], O, Oc1cccc2[nH]ccc12. Yields the product ClCCCOc1cccc2[nH]ccc12. As a reaction SMILES: [Br:17][CH2:18][CH2:19][CH2:20][Cl:21].[CH3:13][S:14]([CH3:15])=[O:16].[K+:12].[OH-:11].[OH2:22].[OH:1][c:2]1[c:3]2[cH:4][cH:5][nH:6][c:7]2[cH:8][cH:9][cH:10]1>>[O:1]([c:2]1[c:3]2[cH:4][cH:5][nH:6][c:7]2[cH:8][cH:9][cH:10]1)[CH2:18][CH2:19][CH2:20][Cl:21]. Starting materials: C, CCN1Cc2cc([N+](=O)[O-])ccc2C1=O, O=C[O-], [NH4+], CN(C)C=O, [Pd]. The product is CCN1Cc2cc(N)ccc2C1=O. RXN SMILES: [C:20].[CH2:1]([CH3:2])[N:3]1[C:4](=[O:15])[c:5]2[cH:6][cH:7][c:8]([N+:12]([O-:13])=[O:14])[cH:9][c:10]2[CH2:11]1.[CH:16]([O-:17])=[O:18].[NH4+:19].[O:22]=[CH:23][N:24]([CH3:25])[CH3:26].[Pd:21]>>[CH2:1]([CH3:2])[N:3]1[C:4](=[O:15])[c:5]2[cH:6][cH:7][c:8]([NH2:12])[cH:9][c:10]2[CH2:11]1. Yields the product N#CC(=Cc1sccc1Oc1ccccc1)S(=O)(=O)NCc1ccccc1. As a reaction SMILES: [CH2:15]([c:16]1[cH:17][cH:18][cH:19][cH:20][cH:21]1)[NH:22][S:23](=[O:24])(=[O:25])[CH2:26][C:27]#[N:28].[O:1]([c:2]1[cH:3][cH:4][cH:5][cH:6][cH:7]1)[c:8]1[c:9]([CH:13]=[O:14])[s:10][cH:11][cH:12]1>>[O:1]([c:2]1[cH:3][cH:4][cH:5][cH:6][cH:7]1)[c:8]1[c:9]([CH:13]=[C:26]([S:23]([NH:22][CH2:15][c:16]2[cH:17][cH:18][cH:19][cH:20][cH:21]2)(=[O:24])=[O:25])[C:27]#[N:28])[s:10][cH:11][cH:12]1. Reactants: N#CCS(=O)(=O)NCc1ccccc1, O=Cc1sccc1Oc1ccccc1. Reactants: [Al+3], CN1C(=O)c2cscc2Nc2cc(Cl)c(Cl)cc21, [H-], [H-], [H-], [H-], [Li+], [Na+], C1CCOC1, [OH-], O. The product is CN1Cc2cscc2Nc2cc(Cl)c(Cl)cc21. As a reaction SMILES: [Al+3:2].[Cl:12][c:13]1[cH:14][c:15]2[c:16]([cH:27][c:28]1[Cl:29])[N:17]([CH3:26])[C:18](=[O:25])[c:19]1[c:20]([cH:22][s:23][cH:24]1)[NH:21]2.[H-:1].[H-:4].[H-:5].[H-:6].[Li+:3].[Na+:31].[O:7]1[CH2:8][CH2:9][CH2:10][CH2:11]1.[OH-:30].[OH2:32]>>[Cl:12][c:13]1[cH:14][c:15]2[c:16]([cH:27][c:28]1[Cl:29])[N:17]([CH3:26])[CH2:18][c:19]1[c:20]([cH:22][s:23][cH:24]1)[NH:21]2. Reactants: ClC1=CC=C(C#N)C=C1 (4-chlorobenzonitrile), O (water), S (hydrogen sulphide). The solvent is N1=CC=CC=C1 (pyridine), C(C)N(CC)CC (triethylamine). Reaction conditions: time 30 minute. The product is ClC1=CC=C(C(=S)N)C=C1 (4-chlorothiobenzamide). RXN SMILES: [Cl:1][C:2]1[CH:9]=[CH:8][C:5]([C:6]#[N:7])=[CH:4][CH:3]=1.[SH2:10].O>N1C=CC=CC=1.C(N(CC)CC)C>[Cl:1][C:2]1[CH:9]=[CH:8][C:5]([C:6]([NH2:7])=[S:10])=[CH:4][CH:3]=1. Procedure: 68.8 g (0.5 mol) of 4-chlorobenzonitrile were dissolved in a mixture of 100 ml pyridine and 50 ml triethylamine. Whilst stirring, an even flow of 15 l (0.67 mol/hour) of hydrogen sulphide was introduced at room temperature, then 11 l (0.5 mol/hour) for 30 min at 50° C., i.e. a total of 1.25 mol. This was then stirred for a further 30 min at 50° C. and then mixed into 1.5 liters of water. The crystallate was drawn off, washed with plenty of water and dried, Starting materials: CN1CCNCC1, CCO, Clc1cc(-c2cccs2)ncn1. Yields the product CN1CCN(c2cc(-c3cccs3)ncn2)CC1. Reaction SMILES: [CH3:13][N:14]1[CH2:15][CH2:16][NH:17][CH2:18][CH2:19]1.[CH3:20][CH2:21][OH:22].[Cl:1][c:2]1[n:3][cH:4][n:5][c:6](-[c:8]2[s:9][cH:10][cH:11][cH:12]2)[cH:7]1>>[c:2]1([N:17]2[CH2:16][CH2:15][N:14]([CH3:13])[CH2:19][CH2:18]2)[n:3][cH:4][n:5][c:6](-[c:8]2[s:9][cH:10][cH:11][cH:12]2)[cH:7]1. The reactants are O=C(O)c1ccn(Cc2ccccc2Cl)c(=O)c1, NCc1cn(-c2ccccc2)c2cc(Cl)ccc2c1=O. Product: O=C(NCc1cn(-c2ccccc2)c2cc(Cl)ccc2c1=O)c1ccn(Cc2ccccc2Cl)c(=O)c1. As a reaction SMILES: [Cl:21][c:22]1[c:23]([CH2:24][n:25]2[c:26](=[O:34])[cH:27][c:28]([C:31](=[O:32])[OH:33])[cH:29][cH:30]2)[cH:35][cH:36][cH:37][cH:38]1.[NH2:1][CH2:2][c:3]1[cH:4][n:5](-[c:15]2[cH:16][cH:17][cH:18][cH:19][cH:20]2)[c:6]2[cH:7][c:8]([Cl:14])[cH:9][cH:10][c:11]2[c:12]1=[O:13]>>[NH:1]([CH2:2][c:3]1[cH:4][n:5](-[c:15]2[cH:16][cH:17][cH:18][cH:19][cH:20]2)[c:6]2[cH:7][c:8]([Cl:14])[cH:9][cH:10][c:11]2[c:12]1=[O:13])[C:31]([c:28]1[cH:27][c:26](=[O:34])[n:25]([CH2:24][c:23]2[c:22]([Cl:21])[cH:38][cH:37][cH:36][cH:35]2)[cH:30][cH:29]1)=[O:32].